describe an organic reaction: reactants, conditions, products, and yield From a dataset of the Open Reaction Database (ORD), a public repository of structured organic reaction records. Reactants: CC#CCO, [Cl-], CC(Cl)(Cl)COc1cc(Cl)ncn1, [H-], [NH4+], [Na+], C1CCOC1. Yields the product CC#CCOc1cc(OCC(C)(Cl)Cl)ncn1. As a reaction SMILES: [CH2:3]([C:4]#[C:5][CH3:6])[OH:7].[Cl-:21].[Cl:8][c:9]1[n:10][cH:11][n:12][c:13]([O:15][CH2:16][C:17]([CH3:18])([Cl:19])[Cl:20])[cH:14]1.[H-:1].[NH4+:22].[Na+:2].[O:23]1[CH2:24][CH2:25][CH2:26][CH2:27]1>>[CH2:3]([C:4]#[C:5][CH3:6])[O:7][c:9]1[n:10][cH:11][n:12][c:13]([O:15][CH2:16][C:17]([CH3:18])([Cl:19])[Cl:20])[cH:14]1. The reactants are C1(=CC=CC=C1)OC(N(C(C)C)CCS(=O)(=O)C1=CC=C(C=C1)Cl)=O (N-[2-[(4-chlorophenyl)sulfonyl]ethyl]-N-(1-methylethyl)carbamic acid phenyl ester), C1(=CC=CC=C1)OC(N(C(C)C)CCS(=O)(=O)C1=CC(=C(C=C1)Cl)Cl)=O (N-[2-[(3,4-dichlorophenyl)sulfonyl]ethyl]-N-(1-methylethyl)carbamic acid phenyl ester). Yields the product Cl.ClC1=CC=C(C=C1)S(=O)(=O)CCNC(C)C (N-[2-[(4-Chlorophenyl)sulfonyl]ethyl]-1-methylethanamine hydrochloride). As a reaction SMILES: C1(OC(=O)N(CCS(C2C=CC([Cl:24])=CC=2)(=O)=O)C(C)C)C=CC=CC=1.C1(OC(=O)[N:34]([CH2:38][CH2:39][S:40]([C:43]2[CH:48]=[CH:47][C:46]([Cl:49])=[C:45](Cl)[CH:44]=2)(=[O:42])=[O:41])[CH:35]([CH3:37])[CH3:36])C=CC=CC=1>>[ClH:24].[Cl:49][C:46]1[CH:45]=[CH:44][C:43]([S:40]([CH2:39][CH2:38][NH:34][CH:35]([CH3:37])[CH3:36])(=[O:41])=[O:42])=[CH:48][CH:47]=1 |f:2.3|. Procedure details: When in the procedure of Preparation 29, N-[2-[(4-chlorophenyl)sulfonyl]ethyl]-N-(1-methylethyl)carbamic acid phenyl ester is substituted for N-[2-[(3,4-dichlorophenyl)sulfonyl]ethyl]-N-(1-methylethyl)carbamic acid phenyl ester, the title compound is obtained. Yields the product CC1=C(N=C2N(C1=O)C=C(S2)C(=O)OC)C (6,7-dimethyl-5-oxo-5H-thiazolo[3,2-a]pyrimidine-2-carboxylic acid, methyl ester). Run in polyphosphoric acid. RXN SMILES: [NH2:1][C:2]1[S:3][C:4]([C:7]([O:9][CH3:10])=[O:8])=[CH:5][N:6]=1.[CH3:11][CH:12]([C:18]([CH3:20])=O)[C:13](OCC)=[O:14]>>[CH3:11][C:12]1[C:13](=[O:14])[N:6]2[CH:5]=[C:4]([C:7]([O:9][CH3:10])=[O:8])[S:3][C:2]2=[N:1][C:18]=1[CH3:20]. Procedure details: 2-amino-thiazole-5-carboxylic acid, methyl ester (5 g) was reacted with ethyl 2-methyl-acetoacetate (9.11 g) in polyphosphoric acid (25 g: 13.3 g of H3PO4 and 11.7 g of P2O5) under stirring at 100° C. for three hours. After cooling, dilution with ice water and neutralization with 20% NaOH, the precipitate was filtered, washed with water and crystallized from CH2Cl2 -hexane to give 6,7-dimethyl-5-oxo-5H-thiazolo[3,2-a]pyrimidine-2-carboxylic acid, methyl ester, m.p. 158°-159° C. (5.46 g), which w... Starting materials: NC=1SC(=CN1)C(=O)OC (2-amino-thiazole-5-carboxylic acid, methyl ester), CC(C(=O)OCC)C(=O)C (ethyl 2-methyl-acetoacetate). Reaction conditions: temperature 100 celsius, time 3 hour. Reactants: OC1=C(C=CC=C1)CC(=O)O (2-hydroxyphenylacetic acid), NC(C(=O)OCC(C)C)CC (iso-butyl 2-aminobutyrate). Product: C(C(C)C)OC(C(CC)NC(CC1=C(C=CC=C1)O)=O)=O (2-[(2-hydroxyphenyl)acetamido]butyric acid iso-butyl ester). Reaction SMILES: [OH:1][C:2]1[CH:7]=[CH:6][CH:5]=[CH:4][C:3]=1[CH2:8][C:9]([OH:11])=O.[NH2:12][CH:13]([CH2:21][CH3:22])[C:14]([O:16][CH2:17][CH:18]([CH3:20])[CH3:19])=[O:15]>>[CH2:17]([O:16][C:14](=[O:15])[CH:13]([NH:12][C:9](=[O:11])[CH2:8][C:3]1[CH:4]=[CH:5][CH:6]=[CH:7][C:2]=1[OH:1])[CH2:21][CH3:22])[CH:18]([CH3:19])[CH3:20]. Reported procedure: Following General Procedure BI above and using 2-hydroxyphenylacetic acid (Aldrich) and iso-butyl 2-aminobutyrate (prepared following General Procedure BJ above), the title compound was prepared. The reaction was monitored by tlc on silica gel and purification was by filtration as described in the general procedure. Starting materials: O=C(Cl)C(=O)Cl, ClC(Cl)Cl, CC(C)CC(=CO)C(=O)C(C)C. Yields the product CC(C)CC(=CCl)C(=O)C(C)C. As a reaction SMILES: [C:1]([Cl:2])(=[O:3])[C:5]([Cl:4])=[O:6].[CH:19]([Cl:20])([Cl:21])[Cl:22].[OH:7][CH:8]=[C:9]([C:10]([CH:11]([CH3:12])[CH3:13])=[O:14])[CH2:15][CH:16]([CH3:17])[CH3:18]>>[Cl:4][CH:8]=[C:9]([C:10]([CH:11]([CH3:12])[CH3:13])=[O:14])[CH2:15][CH:16]([CH3:17])[CH3:18]. Reactants: C(C)(C)(C)NC1=NC2(CC2CCS1)C1=CC(=CC=C1)[N+](=O)[O-] ((1SR,7SR)—N-tert-butyl-1-(3-nitrophenyl)-4-thia-2-azabicyclo[5.1.0]oct-2-en-3-amine), FC(C(=O)O)(F)F (trifluoroacetic acid), CS(=O)(=O)O (methanesulfonic acid), C(=O)(O)[O-].[Na+] (NaHCO3). Conditions: temperature 23 celsius, time 20 hour. Product: [N+](=O)([O-])C=1C=C(C=CC1)C12N=C(SCCC2C1)N ((1SR,7SR)-1-(3-Nitrophenyl)-4-thia-2-azabicyclo[5.1.0]oct-2-en-3-amine). As a reaction SMILES: C([NH:5][C:6]1[S:13][CH2:12][CH2:11][CH:10]2[C:8]([C:14]3[CH:19]=[CH:18][CH:17]=[C:16]([N+:20]([O-:22])=[O:21])[CH:15]=3)([CH2:9]2)[N:7]=1)(C)(C)C.FC(F)(F)C(O)=O.CS(O)(=O)=O.C([O-])(O)=O.[Na+]>>[N+:20]([C:16]1[CH:15]=[C:14]([C:8]23[CH2:9][CH:10]2[CH2:11][CH2:12][S:13][C:6]([NH2:5])=[N:7]3)[CH:19]=[CH:18][CH:17]=1)([O-:22])=[O:21] |f:3.4|. Reported procedure: To a solution of (1SR,7SR)—N-tert-butyl-1-(3-nitrophenyl)-4-thia-2-azabicyclo[5.1.0]oct-2-en-3-amine (intermediate A4c) (990 mg, 3.1 mmol, Eq: 1.00) in trifluoroacetic acid (25.4 g, 17.2 ml, 223 mmol, Eq: 72) was added methanesulfonic acid (2.98 g, 2.01 ml, 31.0 mmol, Eq: 10) and the mixture was stirred at 23° C. for 20 hours. The light brown solution was poured cautiously into sat NaHCO3 solution, extracted with ethyl acetate, washed the organic layer with brine and dried over Na2SO4. Removal o... Starting materials: COC(=O)C(Cc1ccccc1)Oc1ccc2cc(-c3nc(-c4ccccc4)sc3Br)ccc2c1Br, C1CCOC1, CO, [Na+], [OH-], O. Yields the product O=C(O)C(Cc1ccccc1)Oc1ccc2cc(-c3nc(-c4ccccc4)sc3Br)ccc2c1Br. As a reaction SMILES: [Br:1][c:2]1[c:3]([O:24][CH:25]([C:26](=[O:27])[O:28][CH3:29])[CH2:30][c:31]2[cH:32][cH:33][cH:34][cH:35][cH:36]2)[cH:4][cH:5][c:6]2[cH:7][c:8](-[c:12]3[n:13][c:14](-[c:18]4[cH:19][cH:20][cH:21][cH:22][cH:23]4)[s:15][c:16]3[Br:17])[cH:9][cH:10][c:11]12.[CH2:39]1[O:40][CH2:41][CH2:42][CH2:43]1.[CH3:44][OH:45].[Na+:38].[OH-:37].[OH2:46]>>[Br:1][c:2]1[c:3]([O:24][CH:25]([C:26](=[O:27])[OH:28])[CH2:30][c:31]2[cH:32][cH:33][cH:34][cH:35][cH:36]2)[cH:4][cH:5][c:6]2[cH:7][c:8](-[c:12]3[n:13][c:14](-[c:18]4[cH:19][cH:20][cH:21][cH:22][cH:23]4)[s:15][c:16]3[Br:17])[cH:9][cH:10][c:11]12. The reactants are N1=C(C=CC=C1)CNC(C1=CC(=C(C=C1)NC(C)=O)N)=O (N-(2-pyridylmethyl)-4-acetylamino-3-aminobenzamide), BrCC1=CC=C(C=C1)C=1N=NSC1 (4-(4-bromomethylphenyl)-1,2,3-thiadiazole), C(O)([O-])=O.[Na+] (sodium hydrogencarbonate). Run in CO (methanol). Conditions: temperature 70 celsius, time 1 hour. Product: N1=C(C=CC=C1)CNC(C1=CC(=C(C=C1)NC(C)=O)NCC1=CC=C(C=C1)C=1N=NSC1)=O (N-(2-pyridylmethyl)-4-acetylamino-3-[4-(1,2,3-thiadiazol-4-yl)benzylamino]benzamide). The yield is 64.3%. RXN SMILES: [N:1]1[CH:6]=[CH:5][CH:4]=[CH:3][C:2]=1[CH2:7][NH:8][C:9](=[O:21])[C:10]1[CH:15]=[CH:14][C:13]([NH:16][C:17](=[O:19])[CH3:18])=[C:12]([NH2:20])[CH:11]=1.Br[CH2:23][C:24]1[CH:29]=[CH:28][C:27]([C:30]2[N:31]=[N:32][S:33][CH:34]=2)=[CH:26][CH:25]=1.C(=O)([O-])O.[Na+]>CO>[N:1]1[CH:6]=[CH:5][CH:4]=[CH:3][C:2]=1[CH2:7][NH:8][C:9](=[O:21])[C:10]1[CH:15]=[CH:14][C:13]([NH:16][C:17](=[O:19])[CH3:18])=[C:12]([NH:20][CH2:23][C:24]2[CH:29]=[CH:28][C:27]([C:30]3[N:31]=[N:32][S:33][CH:34]=3)=[CH:26][CH:25]=2)[CH:11]=1 |f:2.3|. Procedure: A solution of 0.800 g of N-(2-pyridylmethyl)-4-acetylamino-3-aminobenzamide in 10 ml of methanol were added 1.08 g of 4-(4-bromomethylphenyl)-1,2,3-thiadiazole and 0.710 g of sodium hydrogencarbonate, and the mixture was stirred at 70° C. for 1 hour. The reaction solution was concentrated, and was purified through silica-gel column chromatography (eluent: a mixture of ethyl acetate and methanol at a ratio of 9:1) to give 0.830 g of N-(2-pyridylmethyl)-4-acetylamino-3-[4-(1,2,3-thiadiazol-4-yl)be...